This data is from the Open Reaction Database (ORD), a public repository of structured organic reaction records. The task is: describe an organic reaction: reactants, conditions, products, and yield Reactants: C(C1=CC=CC=C1)(=O)C(CC(=O)O)C(C)C (3-benzoyl-3-isopropyl-propionic acid), C(C)(=O)NN (N-acetylhydrazine), C(=O)NN (N-formylhydrazine), C(C1=CC=CC=C1)(=O)C(C(C(=O)O)C)C (3-benzoyl-2,3-dimethyl-propionic acid). The product is C(C)(C)C1=CC=2N(N=C1C1=CC=CC=C1)C=NN2 (7-isopropyl-6-phenyl-1,2,4-triazolo[4,3-b]pyridazine). As a reaction SMILES: [C:1]([CH:9]([CH:14]([CH3:16])[CH3:15])[CH2:10][C:11](O)=O)(=O)[C:2]1[CH:7]=[CH:6][CH:5]=[CH:4][CH:3]=1.[CH:17]([NH:19][NH2:20])=O.C(C(C)C(C)C(O)=O)(=O)C1C=CC=CC=1.C([NH:39][NH2:40])(=O)C>>[CH:14]([C:9]1[C:1]([C:2]2[CH:7]=[CH:6][CH:5]=[CH:4][CH:3]=2)=[N:20][N:19]2[CH:17]=[N:39][N:40]=[C:11]2[CH:10]=1)([CH3:16])[CH3:15]. Reported procedure: The procedure of Example 4 is repeated substituting equimolecular amounts of 3-benzoyl-3-isopropyl-propionic acid and N-formylhydrazine for the 3-benzoyl-2,3-dimethyl-propionic acid and N-acetylhydrazine employed in that example. There is thus obtained the title compound in equally good yield. Starting materials: C1(CCCCC1)N=C=NC1CCCCC1 (1,3-dicyclohexylcarbodiimide), C1=CC=C(C=C1)NC2=CC=C(C=C2)N (4-aminodiphenylamine), [N+](=O)([O-])C1=CC=C(C=C1)CC(=O)O (4-nitrophenylacetic acid), OC1=CC=CC=2NN=NC21 (hydroxybenzotriazole). The solvent is C1CCOC1 (THF). Run at time 15 hour. Yields the product [N+](=O)([O-])C1=CC=C(C=C1)CC(=O)NC1=CC=C(C=C1)NC1=CC=CC=C1 (4-Nitro-N-[4-(phenylamino)phenyl]-benzeneacetamide). Reaction SMILES: [CH:1]1[CH:6]=[CH:5][C:4]([NH:7][C:8]2[CH:13]=[CH:12][C:11]([NH2:14])=[CH:10][CH:9]=2)=[CH:3][CH:2]=1.[N+:15]([C:18]1[CH:23]=[CH:22][C:21]([CH2:24][C:25](O)=[O:26])=[CH:20][CH:19]=1)([O-:17])=[O:16].OC1C2N=NNC=2C=CC=1.C1(N=C=NC2CCCCC2)CCCCC1>C1COCC1>[N+:15]([C:18]1[CH:19]=[CH:20][C:21]([CH2:24][C:25]([NH:14][C:11]2[CH:12]=[CH:13][C:8]([NH:7][C:4]3[CH:3]=[CH:2][CH:1]=[CH:6][CH:5]=3)=[CH:9][CH:10]=2)=[O:26])=[CH:22][CH:23]=1)([O-:17])=[O:16]. Reported procedure: 1.84 g (10 mmol) of 4-aminodiphenylamine, 1.81 g (10 mmol) of 4-nitrophenylacetic acid and 1.48 g (11 mmol) of hydroxybenzotriazole in 40 ml of THF are dissolved successively in a 100 ml flask. Then 2.27 g (11 mmol) of 1,3-dicyclohexylcarbodiimide (DCC) is added and the reaction mixture is agitated for 15 hours. A precipitate of dicyclohexylurea (DCU) forms which is filtered and rinsed with 100 ml of ethyl acetate. The filtrate is then washed successively with 50 ml of a saturated solution of Na... Reactants: C=CCCCCNC(=O)c1cnc(S(=O)CC)s1, CCOC(C)=O, OCC1CO1, [H-], [Na+], C1CCOC1, O. The product is C=CCCCCNC(=O)c1cnc(OCC2CO2)s1. Reaction SMILES: [CH2:13]([S:14](=[O:15])[c:17]1[s:18][c:19]([C:22](=[O:23])[NH:24][CH2:25][CH2:26][CH2:27][CH2:28][CH:29]=[CH2:30])[cH:20][n:21]1)[CH3:16].[CH3:32][CH2:33][O:34][C:35](=[O:36])[CH3:37].[CH:8]1([CH2:9][OH:10])[CH2:11][O:12]1.[H-:1].[Na+:2].[O:3]1[CH2:4][CH2:5][CH2:6][CH2:7]1.[OH2:31]>>[CH:8]1([CH2:9][O:10][c:17]2[s:18][c:19]([C:22](=[O:23])[NH:24][CH2:25][CH2:26][CH2:27][CH2:28][CH:29]=[CH2:30])[cH:20][n:21]2)[CH2:11][O:12]1. Starting materials: CCCCCCCNC(=O)N(C)c1nc(-c2ccc(CC(OCC)C(=O)OC)cc2)n(C)n1, [Li+], C1CCOC1, [OH-]. Product: CCCCCCCNC(=O)N(C)c1nc(-c2ccc(CC(OCC)C(=O)O)cc2)n(C)n1. As a reaction SMILES: [CH2:1]([CH3:2])[O:3][CH:4]([C:5](=[O:6])[O:7][CH3:8])[CH2:9][c:10]1[cH:11][cH:12][c:13](-[c:16]2[n:17]([CH3:33])[n:18][c:19]([N:21]([C:22](=[O:23])[NH:24][CH2:25][CH2:26][CH2:27][CH2:28][CH2:29][CH2:30][CH3:31])[CH3:32])[n:20]2)[cH:14][cH:15]1.[Li+:34].[O:36]1[CH2:37][CH2:38][CH2:39][CH2:40]1.[OH-:35]>>[CH2:1]([CH3:2])[O:3][CH:4]([C:5](=[O:6])[OH:7])[CH2:9][c:10]1[cH:11][cH:12][c:13](-[c:16]2[n:17]([CH3:33])[n:18][c:19]([N:21]([C:22](=[O:23])[NH:24][CH2:25][CH2:26][CH2:27][CH2:28][CH2:29][CH2:30][CH3:31])[CH3:32])[n:20]2)[cH:14][cH:15]1.